This data is from the Open Reaction Database (ORD), a public repository of structured organic reaction records. The task is: describe an organic reaction: reactants, conditions, products, and yield The reactants are ClC=1N=NC=C2C1N(C(=C2C)C)CCF (7-chloro-1-(2-fluoroethyl)-2,3-dimethylpyrrolo[2,3-d]pyridazine), C(C1=CC=CC=C1)O (benzyl alcohol). The product is C(C1=CC=CC=C1)OC=1N=NC=C2C1N(C(=C2C)C)CCF (7-Benzyloxy-1-(2-fluoroethyl)-2,3-dimethylpyrrolo[2,3-d]pyridazine). The yield is 76.2%. Reaction SMILES: Cl[C:2]1[N:3]=[N:4][CH:5]=[C:6]2[C:10]([CH3:11])=[C:9]([CH3:12])[N:8]([CH2:13][CH2:14][F:15])[C:7]=12.[CH2:16]([OH:23])[C:17]1[CH:22]=[CH:21][CH:20]=[CH:19][CH:18]=1>>[CH2:16]([O:23][C:2]1[N:3]=[N:4][CH:5]=[C:6]2[C:10]([CH3:11])=[C:9]([CH3:12])[N:8]([CH2:13][CH2:14][F:15])[C:7]=12)[C:17]1[CH:22]=[CH:21][CH:20]=[CH:19][CH:18]=1. Procedure: The title compound was prepared as white crystals in 76.2% yield in a similar procedure to that described in Example 1 by using 7-chloro-1-(2-fluoroethyl)-2,3-dimethylpyrrolo[2,3-d]pyridazine and benzyl alcohol. Reactants: FC(C1=C(C(=NO1)C1=CC=C(S1)C(=O)O)C)(F)F (5-(5-Trifluoromethyl-4-methyl-isoxazol-3-yl)-thiophene-2-carboxylic acid), N1C[C@@H](C(=O)OCC)CCC1 ((S)-(+)-nipecotic acid, ethyl ester), solid. The product is C(C)OC(=O)[C@@H]1CN(CCC1)C(=O)C=1SC(=CC1)C1=NOC(=C1C)C(F)(F)F ((S)-1-[5-(4-Methyl-5-trifluoromethyl-isoxazol-3-yl)-thiophene-2-carbonyl]-piperidine-3-carboxylic acid ethyl ester). RXN SMILES: [F:1][C:2]([F:18])([F:17])[C:3]1[O:7][N:6]=[C:5]([C:8]2[S:12][C:11]([C:13]([OH:15])=O)=[CH:10][CH:9]=2)[C:4]=1[CH3:16].[NH:19]1[CH2:29][CH2:28][CH2:27][C@H:21]([C:22]([O:24][CH2:25][CH3:26])=[O:23])[CH2:20]1>>[CH2:25]([O:24][C:22]([C@H:21]1[CH2:27][CH2:28][CH2:29][N:19]([C:13]([C:11]2[S:12][C:8]([C:5]3[C:4]([CH3:16])=[C:3]([C:2]([F:1])([F:18])[F:17])[O:7][N:6]=3)=[CH:9][CH:10]=2)=[O:15])[CH2:20]1)=[O:23])[CH3:26]. Procedure details: Prepared from 5-(5-Trifluoromethyl-4-methyl-isoxazol-3-yl)-thiophene-2-carboxylic acid and (S)-(+)-nipecotic acid, ethyl ester (TCI America, Portland Oreg., USA) by the method described in Example 2 Method B. Colorless solid (415 mg, 91%). 1H NMR (CDCl3) 1.19 (t, J=7.0, 3H), 1.50-1.60 (m, 1H), 1.66-1.82 (m, 2H), 2.02-2.12 (m, 1H), 2.29 (d, J=1.4, 3H), 2.46-2.56 (m, 1H), 3.13 (t, J=11.0, 1H), 3.28 (br s, 1H), 4.08 (q, J 7.0, 3H), 4.10 (obs m, 1H), 4.34 (br s, 1H), 7.28 (d, J=4.0, 1H), 7.39 (d, J=...